This data is from the Open Reaction Database (ORD), a public repository of structured organic reaction records. The task is: describe an organic reaction: reactants, conditions, products, and yield Starting materials: CC(C)(C)OC(=O)NN1CCN(CCO)CC1, ClC(Cl)Cl, O=C1CCC(=O)O1. The product is CC(C)(C)OC(=O)NN1CCN(CCOC(=O)CCC(=O)O)CC1. RXN SMILES: [C:1]([CH3:2])([CH3:3])([CH3:4])[O:5][C:6](=[O:7])[NH:8][N:9]1[CH2:10][CH2:11][N:12]([CH2:15][CH2:16][OH:17])[CH2:13][CH2:14]1.[Cl:25][CH:26]([Cl:27])[Cl:28].[O:18]=[C:19]1[CH2:20][CH2:21][C:22](=[O:23])[O:24]1>>[C:1]([CH3:2])([CH3:3])([CH3:4])[O:5][C:6](=[O:7])[NH:8][N:9]1[CH2:10][CH2:11][N:12]([CH2:15][CH2:16][O:17][C:22]([CH2:21][CH2:20][C:19](=[O:18])[OH:24])=[O:23])[CH2:13][CH2:14]1.